Dataset: the Open Reaction Database (ORD), a public repository of structured organic reaction records. Task: describe an organic reaction: reactants, conditions, products, and yield Starting materials: CO, COC(C=O)OC, CCCCC(C)N. Yields the product CCCCC(C)NCC(OC)OC. Reaction SMILES: [CH3:15][OH:16].[CH3:1][O:2][CH:3]([CH:4]=[O:5])[O:6][CH3:7].[CH3:8][CH:9]([CH2:10][CH2:11][CH2:12][CH3:13])[NH2:14]>>[CH3:1][O:2][CH:3]([CH2:4][NH:14][CH:9]([CH3:8])[CH2:10][CH2:11][CH2:12][CH3:13])[O:6][CH3:7]. Reaction SMILES: [NH2:1][C:2]1[C:11]2[C:6](=[CH:7][CH:8]=[C:9]([NH:12][C:13](=[O:20])[CH:14]([CH3:19])[CH:15]([CH3:18])[CH2:16][CH3:17])[CH:10]=2)[N:5]=[CH:4][N:3]=1.CO[CH:23]=[C:24]([C:29]([O:31][CH3:32])=[O:30])[C:25]([O:27][CH3:28])=[O:26].O>CN(C)C=O>[CH3:19][CH:14]([CH:15]([CH3:18])[CH2:16][CH3:17])[C:13]([NH:12][C:9]1[CH:10]=[C:11]2[C:6](=[CH:7][CH:8]=1)[N:5]=[CH:4][N:3]=[C:2]2[NH:1][CH:23]=[C:24]([C:29]([O:31][CH3:32])=[O:30])[C:25]([O:27][CH3:28])=[O:26])=[O:20]. Isolated yield 64.1%. Yields the product CC(C(=O)NC=1C=C2C(=NC=NC2=CC1)NC=C(C(=O)OC)C(=O)OC)C(CC)C (dimethyl [[6-(2,3-dimethylpentanamido)-4-quinazolinylamino]methylene]propanedioate). Run at temperature 100 celsius, time 1 hour. The reactants are NC1=NC=NC2=CC=C(C=C12)NC(C(C(CC)C)C)=O (4-amino-6-(2,3-dimethylpentanamido)quinazoline), COC=C(C(=O)OC)C(=O)OC (dimethyl methoxymethylenepropanedioate), O (Water). Procedure details: A mixture of 4-amino-6-(2,3-dimethylpentanamido)quinazoline (6.75 g) and dimethyl methoxymethylenepropanedioate (6.48 g) in N,N-dimethylformamide (20 ml) was stirred at 100° C. for 1 hour and cooled to ambient temperature. Water was added to the reaction mixture. The resulting solid was separated by filtration, washed with water, and dried. There was obtained dimethyl [[6-(2,3-dimethylpentanamido)-4-quinazolinylamino]methylene]propanedioate (6.58 g). A portion of the crude product was chromatogr... Solvent: CN(C=O)C (N,N-dimethylformamide). Reactants: [Li]CCCC, C1CCOC1, CCO, CC1(C)CCCC(C)(C)N1, Clc1cncc(Cl)n1, Cl, CI. The product is Cc1ncc(Cl)nc1Cl. As a reaction SMILES: [CH2:1]([Li:2])[CH2:3][CH2:4][CH3:5].[CH2:27]1[O:28][CH2:29][CH2:30][CH2:31]1.[CH3:32][CH2:33][OH:34].[CH3:6][C:7]1([CH3:8])[CH2:9][CH2:10][CH2:11][C:12]([CH3:13])([CH3:14])[NH:15]1.[Cl:16][c:17]1[n:18][c:19]([Cl:23])[cH:20][n:21][cH:22]1.[ClH:26].[I:24][CH3:25]>>[CH3:1][c:22]1[c:17]([Cl:16])[n:18][c:19]([Cl:23])[cH:20][n:21]1. The reactants are CC(=O)CC(=O)O (diacetate), C1(O)=CC=C(O)C=C1 (hydroquinone). Product: C(C)(=O)O.C(C)(=O)O.C1(O)=CC=C(O)C=C1 (hydroquinone diacetate). RXN SMILES: CC([CH2:4][C:5]([OH:7])=[O:6])=O.[C:8]1([CH:15]=[CH:14][C:12]([OH:13])=[CH:11][CH:10]=1)[OH:9]>>[C:5]([OH:7])(=[O:6])[CH3:4].[C:5]([OH:7])(=[O:6])[CH3:4].[C:8]1([CH:15]=[CH:14][C:12]([OH:13])=[CH:11][CH:10]=1)[OH:9] |f:2.3.4|. Reported procedure: The diacetate of hydroquinone had a tendency to sublime into the distillation column. It was, therefore, necessary to charge the reactor in such a way so as to make up for this loss of the diacetate of hydroquinone. The highest intrinsic viscosity was obtained when a 1.6% molar excess of hydroquinone diacetate was employed. Air was used to cool the condenser, since water cooling caused more sublimate to form in the condensation column. Excess sublimate in the distillation path would eventually i... Product: COCCCCCCCO (7-MethoxY-1-heptanol). Solvent: O1CCCC1 (tetrahydrofuran), O1CCCC1 (tetrahydrofuran). Run at time 3 day. Reactants: COCCCCCCC(=O)O (7-Methoxyheptanoic Acid), B (borane), C(=O)([O-])[O-].[K+].[K+] (K2CO3), O (water). The yield is 72.0%. Procedure: To a solution of the title product of Example 2 (18.3 g, 114 mmol) in 60 mL of tetrahydrofuran at 0° C. was added dropwise a solution of borane in tetrahydrofuran (175 mL, 1M). After stirring at room temperature for 3 days, 300 mL of water was added followed by solid K2CO3 (31.7 g, 229 mmol). The layers were separated and the aqueous phase extracted with three portions of diethyl ether. The combined organic extracts were washed with brine, dried over magnesium sulfate, filtered and concentrated.... RXN SMILES: [CH3:1][O:2][CH2:3][CH2:4][CH2:5][CH2:6][CH2:7][CH2:8][C:9](O)=[O:10].B.O.C([O-])([O-])=O.[K+].[K+]>O1CCCC1>[CH3:1][O:2][CH2:3][CH2:4][CH2:5][CH2:6][CH2:7][CH2:8][CH2:9][OH:10] |f:3.4.5|.